From a dataset of the Open Reaction Database (ORD), a public repository of structured organic reaction records. describe an organic reaction: reactants, conditions, products, and yield Starting materials: O=c1cnc2cc(Cl)c(Cl)cc2[nH]1, [K+], O=[N+]([O-])[O-], O, O=S(=O)(O)O. Product: O=c1cnc2c([N+](=O)[O-])c(Cl)c(Cl)cc2[nH]1. As a reaction SMILES: [Cl:1][c:2]1[cH:3][c:4]2[n:5][cH:6][c:7](=[O:13])[nH:8][c:9]2[cH:10][c:11]1[Cl:12].[K+:18].[N+:14](=[O:15])([O-:16])[O-:17].[OH2:24].[S:19](=[O:20])(=[O:21])([OH:22])[OH:23]>>[Cl:1][c:2]1[c:3]([N+:14](=[O:15])[O-:16])[c:4]2[n:5][cH:6][c:7](=[O:13])[nH:8][c:9]2[cH:10][c:11]1[Cl:12]. Reactants: NC1C(CN(CC1)CC1=CC=CC=C1)(CC)CC (4-amino-1-benzyl-3,3-diethylpiperidine). The reagents and catalysts are [OH-].[OH-].[Pd+2] (Pd(OH)2 on carbon). The solvent is CO (methanol), [H][H] (hydrogen). Yields the product NC1C(CNCC1)(CC)CC (4-amino-3,3-diethylpiperidine). As a reaction SMILES: [NH2:1][CH:2]1[CH2:7][CH2:6][N:5](CC2C=CC=CC=2)[CH2:4][C:3]1([CH2:17][CH3:18])[CH2:15][CH3:16]>CO.[H][H].[OH-].[OH-].[Pd+2]>[NH2:1][CH:2]1[CH2:7][CH2:6][NH:5][CH2:4][C:3]1([CH2:17][CH3:18])[CH2:15][CH3:16] |f:3.4.5|. Procedure details: A mixture of 20% Pd(OH)2 on carbon (0.8 g) and 4-amino-1-benzyl-3,3-diethylpiperidine (8.0 g, 32.52 mmol) in methanol (100 ml) was stirred in hydrogen atmosphere (1 atm.) at 30° C. for 6 hr. The catalyst was filtered off, washed with methanol and filtrate was concentrated to dryness to afford 4-amino-3,3-diethylpiperidine. Yield 4.8 g (94.60%), C9H20N2, m/z 157 (M+1), PMR (CDCl3): 0.9 (s, 6H), 1.5 (m, 2H), 1.58 (bs, 2H, D2O exchangeable), 2.26-2.68 (m, 4H), 3.06 (m, 1H), 3.52 (bs, 1H, D2O exchan...